Dataset: the Open Reaction Database (ORD), a public repository of structured organic reaction records. Task: describe an organic reaction: reactants, conditions, products, and yield The reactants are C1COCCO1, CC(C)(C)[O-], CCOC(C)=O, Cc1cc2nc(Cl)nc(N(C)C)c2s1, NN1CCCC1, NC1CN(C(=O)Cc2ccc(OC(F)(F)F)cc2)CC1O, [Na+], O=C(C=Cc1ccccc1)C=Cc1ccccc1, O=C(C=Cc1ccccc1)C=Cc1ccccc1, O=C(C=Cc1ccccc1)C=Cc1ccccc1, O, [Pd], [Pd]. Yields the product Cc1cc2nc(NC3CN(C(=O)Cc4ccc(OC(F)(F)F)cc4)CC3O)nc(N(C)C)c2s1. Reaction SMILES: [CH2:111]1[O:112][CH2:113][CH2:114][O:115][CH2:116]1.[CH3:42][C:43]([CH3:44])([O-:45])[CH3:46].[CH3:48][CH2:49][O:50][C:51](=[O:52])[CH3:53].[Cl:7][c:8]1[n:9][c:10]([N:18]([CH3:19])[CH3:20])[c:11]2[c:12]([n:13]1)[cH:14][c:15]([CH3:17])[s:16]2.[NH2:1][N:2]1[CH2:3][CH2:4][CH2:5][CH2:6]1.[NH2:21][CH:22]1[CH2:23][N:24]([C:28]([CH2:29][c:30]2[cH:31][cH:32][c:33]([O:36][C:37]([F:38])([F:39])[F:40])[cH:34][cH:35]2)=[O:41])[CH2:25][CH:26]1[OH:27].[Na+:47].[O:57]=[C:58]([CH:59]=[CH:60][c:61]1[cH:62][cH:63][cH:64][cH:65][cH:66]1)[CH:67]=[CH:68][c:69]1[cH:70][cH:71][cH:72][cH:73][cH:74]1.[O:75]=[C:76]([CH:77]=[CH:78][c:79]1[cH:80][cH:81][cH:82][cH:83][cH:84]1)[CH:85]=[CH:86][c:87]1[cH:88][cH:89][cH:90][cH:91][cH:92]1.[O:93]=[C:94]([CH:95]=[CH:96][c:97]1[cH:98][cH:99][cH:100][cH:101][cH:102]1)[CH:103]=[CH:104][c:105]1[cH:106][cH:107][cH:108][cH:109][cH:110]1.[OH2:54].[Pd:55].[Pd:56]>>[c:8]1([NH:21][CH:22]2[CH2:23][N:24]([C:28]([CH2:29][c:30]3[cH:31][cH:32][c:33]([O:36][C:37]([F:38])([F:39])[F:40])[cH:34][cH:35]3)=[O:41])[CH2:25][CH:26]2[OH:27])[n:9][c:10]([N:18]([CH3:19])[CH3:20])[c:11]2[c:12]([n:13]1)[cH:14][c:15]([CH3:17])[s:16]2. The reactants are CCOC(=O)/N=N/C(=O)OCC (DEAD), OC1=C2C=CC=NC2=CC=C1 (5-hydroxy-quinoline), C1(=CC=CC=C1)P(C1=CC=CC=C1)C1=CC=CC=C1 (triphenylphosphine), O (H2O). Run at time 8 hour. Product: COC1=C2C=CN=CC2=CC=C1 (5-Methoxy-isoquinoline), white solid. Yield: 64.0%. Run in C1CCOC1 (THF). Reported procedure: To an oven dry three neck flask was added 5-hydroxy-quinoline (5 g, 34.5 mmol), and triphenylphosphine. The solids were dissolved in THF (100 mL) and DEAD (8.19 mL, 51.7 mmol) was added slowly. The maroon reaction mixture was stirred at room temperature overnight and then poured into H2O (100 mL) and extracted into EtOAc (3×150 mL). The combined organic fractions were dried over Na2SO4, filtered, concentrated, and purified by column chromatography using 20% EtOAc/hexanes as the eluent. The title... As a reaction SMILES: O[C:2]1[CH:11]=[CH:10][CH:9]=[C:8]2[C:3]=1[CH:4]=[CH:5][CH:6]=[N:7]2.C1(P(C2C=CC=CC=2)C2C=CC=CC=2)C=CC=CC=1.C[CH2:32][O:33]C(/N=N/C(OCC)=O)=O.O>C1COCC1>[CH3:32][O:33][C:3]1[CH:2]=[CH:11][CH:10]=[C:9]2[C:4]=1[CH:5]=[CH:6][N:7]=[CH:8]2. The reactants are C(#N)C=1NC2=CC=CC=C2C1 (2-cyanoindole), C(C)(C)(C)OC(C1=CC=C(C=C1)F)=O (tert-butyl-4-fluorobenzoate), C([O-])([O-])=O.[K+].[K+] (potassium carbonate). The solvent is CS(=O)C (dimethyl sulfoxide). Conditions: temperature 110 celsius. Product: C(C)(C)(C)OC(=O)C1=CC=C(C=C1)N1C(=CC2=CC=CC=C12)C#N (1-[4-(tertbutoxycarbonyl)phenyl]-2-cyanoindole). The yield is 55.0%. As a reaction SMILES: [C:1]([C:3]1[NH:4][C:5]2[C:10]([CH:11]=1)=[CH:9][CH:8]=[CH:7][CH:6]=2)#[N:2].[C:12]([O:16][C:17](=[O:25])[C:18]1[CH:23]=[CH:22][C:21](F)=[CH:20][CH:19]=1)([CH3:15])([CH3:14])[CH3:13].C(=O)([O-])[O-].[K+].[K+]>CS(C)=O>[C:12]([O:16][C:17]([C:18]1[CH:23]=[CH:22][C:21]([N:4]2[C:5]3[C:10](=[CH:9][CH:8]=[CH:7][CH:6]=3)[CH:11]=[C:3]2[C:1]#[N:2])=[CH:20][CH:19]=1)=[O:25])([CH3:15])([CH3:13])[CH3:14] |f:2.3.4|. Procedure: A mixture of 3.0 g (0.02 mol) of 2-cyanoindole, 4.2 g (0.02 mol) of tert-butyl-4-fluorobenzoate, and 5.5 g (0.04 mol) of potassium carbonate in 30 ml dimethyl sulfoxide was heated at 110° C. for 48 hours. The reaction was poured onto ice-water and extracted twice with ethyl acetate. The organic extracts were combined, washed with water and dried over magnesium sulfate. Evaporation yielded a dark oil which was flash chromatographed on silica gel, eluting with ethyl acetate-hexane 1:9 to give 3.6 ... The reactants are CC(C=O)(COCC1=CC(=C(C=C1)F)OC1=CC=CC=C1)C (2,2-dimethyl-3-(4-fluoro-3-phenoxybenzyloxy)propan-1-al), C1(=CC=CC=C1)P(C1=CC=CC=C1)C1=CC=CC=C1 (triphenylphosphine), C(Cl)(Cl)(Cl)Cl (carbon tetrachloride). Run in petroleum ether. Product: CC(COCC1=CC(=C(C=C1)F)OC1=CC=CC=C1)(C=C(Cl)Cl)C (2,2-dimethyl-1-(4-fluoro-3-phenoxybenzyloxy)-4,4-dichlorbut-3-ene). As a reaction SMILES: [CH3:1][C:2]([CH3:22])([CH2:5][O:6][CH2:7][C:8]1[CH:13]=[CH:12][C:11]([F:14])=[C:10]([O:15][C:16]2[CH:21]=[CH:20][CH:19]=[CH:18][CH:17]=2)[CH:9]=1)[CH:3]=O.C1(P(C2C=CC=CC=2)C2C=CC=CC=2)C=CC=CC=1.[C:42](Cl)(Cl)([Cl:44])[Cl:43]>>[CH3:1][C:2]([CH3:22])([CH:3]=[C:42]([Cl:44])[Cl:43])[CH2:5][O:6][CH2:7][C:8]1[CH:13]=[CH:12][C:11]([F:14])=[C:10]([O:15][C:16]2[CH:21]=[CH:20][CH:19]=[CH:18][CH:17]=2)[CH:9]=1. Reported procedure: A mixture of 2,2-dimethyl-3-(4-fluoro-3-phenoxybenzyloxy)propan-1-al (0.5 g), triphenylphosphine (0.43 g) and carbon tetrachloride (1.0 cm3) was heated at the reflux temperature for 1 hour. After cooling to the ambient temperature the mixture was diluted with petroleum ether (boiling range 40°-60° C.) and the solid component removed by filtration. The filtrate was concentrated by evaporation of the solvent under reduced pressure and the redidual oil subjected to purification by flash chromatogra... Reactants: NC(=O)c1ccc(Cl)nn1, ClCCl, O=C(OC(=O)C(F)(F)F)C(F)(F)F, c1ccncc1. The product is N#Cc1ccc(Cl)nn1. As a reaction SMILES: [Cl:1][c:2]1[cH:3][cH:4][c:5]([C:8](=[O:9])[NH2:10])[n:6][n:7]1.[Cl:30][CH2:31][Cl:32].[F:17][C:18]([F:19])([F:20])[C:21]([O:22][C:23](=[O:24])[C:25]([F:26])([F:27])[F:28])=[O:29].[cH:11]1[cH:12][cH:13][n:14][cH:15][cH:16]1>>[Cl:1][c:2]1[cH:3][cH:4][c:5]([C:8]#[N:10])[n:6][n:7]1. The reactants are ClC1=C(C(=O)\C(\C#N)=C\NC(CCC)CCC)C(=CC=C1)Cl ((E)-2-(2,6-dichlorobenzoyl)-3-(1-propylbutylamino)acrylonitrile), [H-].[Na+] (Sodium hydride). Run in O1CCOCC1 (dioxane). Run at temperature 100 celsius. Yields the product ClC1=C2C(C(=CN(C2=CC=C1)C(CCC)CCC)C#N)=O (5-choro-4-oxo-1-(1-propylbutyl)-1,4-dihydroquinoline-3-carbonitrile). Isolated yield 39.2%. As a reaction SMILES: [Cl:1][C:2]1[CH:21]=[CH:20][CH:19]=[C:18](Cl)[C:3]=1[C:4](/[C:6](=[CH:9]/[NH:10][CH:11]([CH2:15][CH2:16][CH3:17])[CH2:12][CH2:13][CH3:14])/[C:7]#[N:8])=[O:5].[H-].[Na+]>O1CCOCC1>[Cl:1][C:2]1[CH:21]=[CH:20][CH:19]=[C:18]2[C:3]=1[C:4](=[O:5])[C:6]([C:7]#[N:8])=[CH:9][N:10]2[CH:11]([CH2:15][CH2:16][CH3:17])[CH2:12][CH2:13][CH3:14] |f:1.2|. Reported procedure: (E)-2-(2,6-dichlorobenzoyl)-3-(1-propylbutylamino)acrylonitrile (0.020 g, 0.059 mmol) was dissolved in dioxane (2 mL). Sodium hydride (0.007 g, 0.18 mmol, 60% wt. dispersion in mineral oil) was added in one portion. Reaction was heated overnight at 100° C. Solution was cooled and quenched with MeOH and concentrated. Flash chromatography gave the desired product (0.007 g, 40%) Starting materials: C(CCC)C1=NN2C(C=CC=C2)=C1C(=O)C1=C(C#N)C=CC=C1 ((2-butyl pyrazolo (1,5-a)pyridin-3-yl) carbonyl benzonitrile), mixture, S(O)(O)(=O)=O (sulfuric acid), C(C)(=O)O (acetic acid). Run in O (water), O (water). The product is C(CCC)C1=NN2C(C=CC=C2)=C1C(=O)C1=CC=C(C(=O)O)C=C1 (4-[(2-butyl pyrazolo(1,5-a) pyridin-3-yl) carbonyl]benzoic acid). RXN SMILES: [CH2:1]([C:5]1[C:13]([C:14]([C:16]2[CH:23]=[CH:22]C=C[C:17]=2[C:18]#N)=[O:15])=[C:8]2[CH:9]=[CH:10][CH:11]=[CH:12][N:7]2[N:6]=1)[CH2:2][CH2:3][CH3:4].S(=O)(=O)(O)O.[C:29]([OH:32])(=[O:31])[CH3:30]>O>[CH2:1]([C:5]1[C:13]([C:14]([C:16]2[CH:23]=[CH:22][C:30]([C:29]([OH:32])=[O:31])=[CH:18][CH:17]=2)=[O:15])=[C:8]2[CH:9]=[CH:10][CH:11]=[CH:12][N:7]2[N:6]=1)[CH2:2][CH2:3][CH3:4]. Procedure details: A mixture of 845 mg of the product of Example 2 and 15 ml of a mixture in equal proportions of sulfuric acid, acetic acid and water was refluxed for 2 hours and the mixture was cooled down, taken up in water, filtered, washed with water and dried at 80° C. under reduced pressure.